From a dataset of the Open Reaction Database (ORD), a public repository of structured organic reaction records. describe an organic reaction: reactants, conditions, products, and yield The reactants are C(C)NC(NC1=CC=C(C=N1)C=1SC(=C(N1)C(NCCC)=O)C(=O)OCC)=O (ethyl 2-[6-(3-ethyl-ureido)-pyridin-3-yl]-4-propylcarbamoyl-thiazole-5-carboxylate), [OH-].[Li+] (lithium hydroxide). Solvent: CO (methanol). Reaction conditions: temperature 50 celsius. The product is C(C)NC(NC1=CC=C(C=N1)C=1SC(=C(N1)C(NCCC)=O)C(=O)O)=O (2-[6-(3-Ethyl-ureido)-pyridin-3-yl]-4-propylcarbamoyl-thiazole-5-carboxylic acid). The yield is 84.3%. Reaction SMILES: [CH2:1]([NH:3][C:4](=[O:28])[NH:5][C:6]1[N:11]=[CH:10][C:9]([C:12]2[S:13][C:14]([C:23]([O:25]CC)=[O:24])=[C:15]([C:17](=[O:22])[NH:18][CH2:19][CH2:20][CH3:21])[N:16]=2)=[CH:8][CH:7]=1)[CH3:2].[OH-].[Li+]>CO>[CH2:1]([NH:3][C:4](=[O:28])[NH:5][C:6]1[N:11]=[CH:10][C:9]([C:12]2[S:13][C:14]([C:23]([OH:25])=[O:24])=[C:15]([C:17](=[O:22])[NH:18][CH2:19][CH2:20][CH3:21])[N:16]=2)=[CH:8][CH:7]=1)[CH3:2] |f:1.2|. Reported procedure: To a stirred solution of ethyl 2-[6-(3-ethyl-ureido)-pyridin-3-yl]-4-propylcarbamoyl-thiazole-5-carboxylate (Example 62, 0.33 g, 0.8 mM) in methanol (15 mL) was added 2 N lithium hydroxide (4 mL). The mixture was heated to 50° C. overnight, then concentrated to dryness. 2N hydrochloric acid was added to the concentrate, and the precipitated solid was filtered and dried under vacuum to afford 0.259 g (72%) of the title compound as solid. NMR: 0.92 (t, 3H), 1.10 (t, 3H), 1.63 (m, 2H), 3.20 (q, 2H)... The reactants are ClC1=CC=C2/C(/C(N(C2=C1)COCC[Si](C)(C)C)=O)=C/C1=CC(=CC=C1)Cl (Z-6-chloro-3-(3-chloro-benzylidene)-1-(2-trimethylsilanyl-ethoxymethyl)-1,3-dihydro-indole-2-one), C=C(CC)C=NC(=C)O[Si](C)(C)C (1-(1-methylene-propyl)-3-trimethylsilyoxy-2-aza-1,3-butadiene). Run in C1(=CC=CC=C1)C (toluene). Yields the product ClC1=CC=C2C(=C1)NC(C21C(NC(CC1C1=CC(=CC=C1)Cl)=O)C(CC)=C)=O.COC(C)[Si](C)(C)C (racemic (2′R,3R,4′S)-6-chloro-4′-(3-chloro-phenyl)-2′-(1-methylene-propyl)-2,3-dihydro-2,6′-dioxospiro[indole-3,3′-piperidine] 1-methoxyethyl trimethylsilane). Yield: 90.0%. RXN SMILES: [Cl:1][C:2]1[CH:10]=[C:9]2[C:5](/[C:6](=[CH:20]/[C:21]3[CH:26]=[CH:25][CH:24]=[C:23]([Cl:27])[CH:22]=3)/[C:7](=[O:19])[N:8]2[CH2:11][O:12][CH2:13][CH2:14][Si](C)(C)C)=[CH:4][CH:3]=1.[CH2:28]=[C:29]([CH:32]=[N:33][C:34]([O:36][Si:37]([CH3:40])([CH3:39])[CH3:38])=[CH2:35])[CH2:30][CH3:31]>C1(C)C=CC=CC=1>[Cl:1][C:2]1[CH:10]=[C:9]2[NH:8][C:7](=[O:19])[C:6]3([CH:20]([C:21]4[CH:26]=[CH:25][CH:24]=[C:23]([Cl:27])[CH:22]=4)[CH2:35][C:34](=[O:36])[NH:33][CH:32]3[C:29](=[CH2:28])[CH2:30][CH3:31])[C:5]2=[CH:4][CH:3]=1.[CH3:11][O:12][CH:13]([Si:37]([CH3:38])([CH3:39])[CH3:40])[CH3:14] |f:3.4|. Procedure: In a manner similar to the method described in example 55b, E/Z-6-chloro-3-(3-chloro-benzylidene)-1-(2-trimethylsilanyl-ethoxymethyl)-1,3-dihydro-indole-2-one (3 g, 7.1 mmol) prepared in example 55a was reacted with 1-(1-methylene-propyl)-3-trimethylsilyoxy-2-aza-1,3-butadiene (19 g, 96 mmol) prepared in example 80a in toluene (200 mL) to give racemic (2′R,3R,4′S)-6-chloro-4′-(3-chloro-phenyl)-2′-(1-methylene-propyl)-2,3-dihydro-2,6′-dioxospiro[indole-3,3′-piperidine]-1-methoxyethyl trimethylsil... The reactants are C(C1=CC=CC=C1)(C1=CC=CC=C1)NC1CCN(CC1)CCN1C(C2=CC=CC=C2C1=O)=O (2-{2-[4-(benzhydryl-amino)-piperidin-1-yl]-ethyl}-isoindole-1,3-dione), O.NN (hydrazine hydrate). The solvent is C(C)O (ethanol). Run at time 8 hour. The product is crude product, NCCN1CCC(CC1)NC(C1=CC=CC=C1)C1=CC=CC=C1 ([1-(2-amino-ethyl)-piperidin-4-yl]-benzhydryl-amine). The yield is 7.9%. RXN SMILES: [CH:1]([NH:14][CH:15]1[CH2:20][CH2:19][N:18]([CH2:21][CH2:22][N:23]2C(=O)C3C(=CC=CC=3)C2=O)[CH2:17][CH2:16]1)([C:8]1[CH:13]=[CH:12][CH:11]=[CH:10][CH:9]=1)[C:2]1[CH:7]=[CH:6][CH:5]=[CH:4][CH:3]=1.O.NN>C(O)C>[NH2:23][CH2:22][CH2:21][N:18]1[CH2:19][CH2:20][CH:15]([NH:14][CH:1]([C:8]2[CH:9]=[CH:10][CH:11]=[CH:12][CH:13]=2)[C:2]2[CH:3]=[CH:4][CH:5]=[CH:6][CH:7]=2)[CH2:16][CH2:17]1 |f:1.2|. Reported procedure: The crude 2-{2-[4-(benzhydryl-amino)-piperidin-1-yl]-ethyl}-isoindole-1,3-dione (2.70 g) was dissolved in ethanol (5 ml), followed by the addition of hydrazine hydrate (large excess, 2-3 ml). The solution was stirred at room temperature overnight. The white solid was precipitated. The white solid was filtered off and washed with small amount of ethanol. The filtrates were combined and concentrated. The resulted residue was dissolved in toluene (100 ml). The solution was washed with water (3×15 m... The solvent is C1(=CC=CC=C1)C (toluene). Procedure: A solution of 2-chloro-5,6,7,8-tetrahydroquinoline (3.69 g, 22 mmol) and vinyl tributyl tin (7.7 mL, 33 mmol) in toluene (60 mL) was treated with Pd(PPh3)4 (2.5 g, 2.2 mmol) and heated to reflux overnight. The reaction mixture was concentrated and the resulting material was purified directly by gradient elution on silica gel (0 to 20% EtOAc in hexanes) to afford the title compound as a colorless oil. LRMS m/z (M+H) 160.2 found, 160.1 required. Product: C(=C)C1=NC=2CCCCC2C=C1 (2-Vinyl-5,6,7,8-tetrahydroquinoline). RXN SMILES: Cl[C:2]1[CH:11]=[CH:10][C:9]2[CH2:8][CH2:7][CH2:6][CH2:5][C:4]=2[N:3]=1.[CH:12]([Sn](CCCC)(CCCC)CCCC)=[CH2:13]>C1(C)C=CC=CC=1.C1C=CC([P]([Pd]([P](C2C=CC=CC=2)(C2C=CC=CC=2)C2C=CC=CC=2)([P](C2C=CC=CC=2)(C2C=CC=CC=2)C2C=CC=CC=2)[P](C2C=CC=CC=2)(C2C=CC=CC=2)C2C=CC=CC=2)(C2C=CC=CC=2)C2C=CC=CC=2)=CC=1>[CH:12]([C:2]1[CH:11]=[CH:10][C:9]2[CH2:8][CH2:7][CH2:6][CH2:5][C:4]=2[N:3]=1)=[CH2:13] |^1:37,39,58,77|. Reagents/catalysts: C=1C=CC(=CC1)[P](C=2C=CC=CC2)(C=3C=CC=CC3)[Pd]([P](C=4C=CC=CC4)(C=5C=CC=CC5)C=6C=CC=CC6)([P](C=7C=CC=CC7)(C=8C=CC=CC8)C=9C=CC=CC9)[P](C=1C=CC=CC1)(C=1C=CC=CC1)C=1C=CC=CC1 (Pd(PPh3)4). Reactants: ClC1=NC=2CCCCC2C=C1 (2-chloro-5,6,7,8-tetrahydroquinoline), C(=C)[Sn](CCCC)(CCCC)CCCC (vinyl tributyl tin). Run in C(C)O (ethanol). Isolated yield 48.9%. Procedure: A solution of carbethoxymalonaldehyde (0.8 g, 5.55 mmol; obtained according to Panizzi, L. Gazz.Chim.Ital., 1946, 76, 56) in ethanol (25 mL) was treated with 4-chlorophenylhydrazine hydrochloride (1.0 g, 5.55 mmol) at reflux for 5 h. The resulting reddish mixture was concentrated to an oil that was purified by flash chromatography to give ethyl 1-(4-chlorophenyl)-1H-pyrazole-4-carboxylate (0.68 g, 49%) as a white solid: mp 127°-128° C.; 1H NMR (80 MHz, CDCl3) δ (TMS) 8.37 (s, 1H, pyrazole), 8.09... Product: ClC1=CC=C(C=C1)N1N=CC(=C1)C(=O)OCC (ethyl 1-(4-chlorophenyl)-1H-pyrazole-4-carboxylate). RXN SMILES: [C:1]([CH:6]([CH:9]=O)[CH:7]=O)([O:3][CH2:4][CH3:5])=[O:2].Cl.[Cl:12][C:13]1[CH:18]=[CH:17][C:16]([NH:19][NH2:20])=[CH:15][CH:14]=1>C(O)C>[Cl:12][C:13]1[CH:18]=[CH:17][C:16]([N:19]2[CH:9]=[C:6]([C:1]([O:3][CH2:4][CH3:5])=[O:2])[CH:7]=[N:20]2)=[CH:15][CH:14]=1 |f:1.2|. The reactants are C(=O)(OCC)C(C=O)C=O (carbethoxymalonaldehyde), Cl.ClC1=CC=C(C=C1)NN (4-chlorophenylhydrazine hydrochloride). Starting materials: Cl.BrC1=C(CCN)C=CC(=C1)C(F)(F)F (2-bromo-4-trifluoromethylphenethylamine hydrocloride), CCCC(CCC)=O (4-heptanone), C(C)(=O)O[BH-](OC(C)=O)OC(C)=O.[Na+] (sodium triacetoxyborohydride), saturated solution, C(O)([O-])=O.[Na+] (sodium hydrogen carbonate). Solvent: O (water), C(C)N(CC)CC (triethylamine), ClC(C)Cl (dichloroethane). Reaction conditions: time 30 minute. Product: BrC1=C(C=CC(=C1)C(F)(F)F)CCNC(CCC)CCC (N-[2-(2-bromo-4-trifluoromethylphenyl)ethyl]heptan-4-amine). Yield: 96.5%. RXN SMILES: Cl.[Br:2][C:3]1[CH:11]=[C:10]([C:12]([F:15])([F:14])[F:13])[CH:9]=[CH:8][C:4]=1[CH2:5][CH2:6][NH2:7].[CH3:16][CH2:17][CH2:18][C:19](=O)[CH2:20][CH2:21][CH3:22].C(O[BH-](OC(=O)C)OC(=O)C)(=O)C.[Na+].C(=O)([O-])O.[Na+]>ClC(Cl)C.O.C(N(CC)CC)C>[Br:2][C:3]1[CH:11]=[C:10]([C:12]([F:13])([F:14])[F:15])[CH:9]=[CH:8][C:4]=1[CH2:5][CH2:6][NH:7][CH:19]([CH2:20][CH2:21][CH3:22])[CH2:18][CH2:17][CH3:16] |f:0.1,3.4,5.6|. Procedure details: Added to a suspension of 1 g of 2-bromo-4-trifluoromethylphenethylamine hydrocloride in 25 cm3 of dichloroethane and under an inert atmosphere is 0.5 cm3 of triethylamine. After stirring for 30 min at a temperature close to 20° C., 5 cm3 of distilled water are added and the stirring is continued for 30 min. The two phases are separated and the organic phase is dried. Added to the solution obtained are successively 375 mg of 4-heptanone and 970 mg of sodium triacetoxyborohydride. The reaction mix... Starting materials: 391b, CN1CCN(CC1)C1=CC=C(C=C1)N (4-(4-methyl-piperazin-1-yl)-phenylamine), ClC1=NN2C(C(=CC=C2)NCC2=CC=C(C=C2)OC)=N1 ((2-chloro-[1,2,4]triazolo[1,5-a]pyridin-8-yl)-(4-methoxy-benzyl)-amine), BrC=1C=2N(C=CC1)N=C(N2)Cl (8-bromo-2-chloro-[1,2,4]triazolo[1,5-a]pyridine), COC1=CC=C(C=C1)CN (4-methoxy-benzenemethanamine). Product: ClC1=NN2C(C(=CC=C2)NCC2=CC=C(C=C2)OC)=N1 ((2-Chloro-[1,2,4]triazolo[1,5-a]pyridin-8-yl)-(4-methoxy-benzyl)-amine), COC1=CC=C(CNC=2C=3N(C=CC2)N=C(N3)NC3=CC=C(C=C3)N3CCN(CC3)C)C=C1 (N(8)-(4-Methoxy-benzyl)-N(2)-[4-(4-methyl-piperazin-1-yl)-phenyl]-[1,2,4]triazolo[1,5-a]pyridine-2,8-diamine), foam. Isolated yield 7.0%. As a reaction SMILES: BrC1C2N(N=C(Cl)N=2)C=CC=1.COC1C=CC(CN)=CC=1.[CH3:22][N:23]1[CH2:28][CH2:27][N:26]([C:29]2[CH:34]=[CH:33][C:32]([NH2:35])=[CH:31][CH:30]=2)[CH2:25][CH2:24]1.[Cl:36][C:37]1[N:55]=[C:40]2[C:41]([NH:45][CH2:46][C:47]3[CH:52]=[CH:51][C:50]([O:53][CH3:54])=[CH:49][CH:48]=3)=[CH:42][CH:43]=[CH:44][N:39]2[N:38]=1>>[Cl:36][C:37]1[N:55]=[C:40]2[C:41]([NH:45][CH2:46][C:47]3[CH:52]=[CH:51][C:50]([O:53][CH3:54])=[CH:49][CH:48]=3)=[CH:42][CH:43]=[CH:44][N:39]2[N:38]=1.[CH3:54][O:53][C:50]1[CH:49]=[CH:48][C:47]([CH2:46][NH:45][C:41]2[C:40]3[N:39]([N:38]=[C:37]([NH:35][C:32]4[CH:33]=[CH:34][C:29]([N:26]5[CH2:25][CH2:24][N:23]([CH3:22])[CH2:28][CH2:27]5)=[CH:30][CH:31]=4)[N:55]=3)[CH:44]=[CH:43][CH:42]=2)=[CH:52][CH:51]=1. Procedure details: (2-Chloro-[1,2,4]triazolo[1,5-a]pyridin-8-yl)-(4-methoxy-benzyl)-amine was prepared from 8-bromo-2-chloro-[1,2,4]triazolo[1,5-a]pyridine (2.00 g, 8.60 mmol), and 4-methoxy-benzenemethanamine, (1.26 mL, 9.72 mmol) in a manner analogous to Example 2d. Product isolated as an off-white solid, (1.51 g. 61%). 1H NMR (400 MHz, (D3C)2SO, δ, ppm): 8.06 (d, J=6.90 Hz, 1H), 7.31 (d, J=8.2 Hz, 2H), 7.19 (m, 1H), 6.94 (t, J=14.4, 7.6 Hz, 1H), 6.87 (d, J=7.4 Hz, 2H), 6.42 (d, J=8.0 Hz, 1H), 4.40 (d, J=6.1 Hz,... Reactants: [Si](C)(C)(C(C)(C)C)O[C@@H](CN[C@@H](CC=1C=C2C=C(NC2=CC1)C(=O)NCC1=C(C=CC=C1)OC)C)C1=CC(=C(C=C1)O)CO (5-[(2R)-2-({(2R)-2-{[tert-butyl(dimethyl)silyl]oxy}-2-[4-hydroxy-3-(hydroxymethyl)phenyl]ethyl}amino)propyl]-N-(2-methoxybenzyl)-1H-indole-2-carboxamide), [F-].[NH4+] (ammonium fluoride). The solvent is CO (methanol), O (water). Run at temperature 40 celsius. Product: O[C@@H](CN[C@@H](CC=1C=C2C=C(NC2=CC1)C(=O)NCC1=C(C=CC=C1)OC)C)C1=CC(=C(C=C1)O)CO (5-[(2R)-2-({(2R)-2-hydroxy-2-[4-hydroxy-3-(hydroxymethyl)phenyl]ethyl}amino)propyl]-N-(2-methoxybenzyl)-1H-indole-2-carboxamide). Yield: 68.6%. As a reaction SMILES: [Si]([O:8][C@H:9]([C:36]1[CH:41]=[CH:40][C:39]([OH:42])=[C:38]([CH2:43][OH:44])[CH:37]=1)[CH2:10][NH:11][C@H:12]([CH3:35])[CH2:13][C:14]1[CH:15]=[C:16]2[C:20](=[CH:21][CH:22]=1)[NH:19][C:18]([C:23]([NH:25][CH2:26][C:27]1[CH:32]=[CH:31][CH:30]=[CH:29][C:28]=1[O:33][CH3:34])=[O:24])=[CH:17]2)(C(C)(C)C)(C)C.[F-].[NH4+]>CO.O>[OH:8][C@H:9]([C:36]1[CH:41]=[CH:40][C:39]([OH:42])=[C:38]([CH2:43][OH:44])[CH:37]=1)[CH2:10][NH:11][C@H:12]([CH3:35])[CH2:13][C:14]1[CH:15]=[C:16]2[C:20](=[CH:21][CH:22]=1)[NH:19][C:18]([C:23]([NH:25][CH2:26][C:27]1[CH:32]=[CH:31][CH:30]=[CH:29][C:28]=1[O:33][CH3:34])=[O:24])=[CH:17]2 |f:1.2|. Procedure: A solution of 5-[(2R)-2-({(2R)-2-{[tert-butyl(dimethyl)silyl]oxy}-2-[4-hydroxy-3-(hydroxymethyl)phenyl]ethyl}amino)propyl]-N-(2-methoxybenzyl)-1H-indole-2-carboxamide (Preparation 1, 67 mg, 0.11 mmol) in a mixture of methanol (4.0 ml) and water (2.4 ml) was treated with ammonium fluoride (40 mg, 1.08 mmol) and the resulting suspension heated at 40° C. for a period of 16 hours. The solvent was removed in vacuo and the residue purified by flash column chromatography on silica gel eluting with dich...